This data is from the Open Reaction Database (ORD), a public repository of structured organic reaction records. The task is: describe an organic reaction: reactants, conditions, products, and yield Starting materials: C(C1=CC=CC=C1)(=O)C1=CC=C(C=C1)NC(=O)C1CC(=NO1)C=1C=NC=CC1 ((±)-N-(4-benzoylphenyl)-4,5-dihydro-3-(3-pyridinyl)-5-isoxazolecarboxamide), C[Mg]Cl (CH3MgCl), C[Mg]Cl (CH3MgCl), O (Water), C[Mg]Cl (CH3MgCl). Solvent: C1CCOC1 (THF), C1CCOC1 (THF), C1CCOC1 (THF), C1CCOC1 (THF). Run at temperature 0 celsius, time 30 minute. Product: OC(C)(C1=CC=CC=C1)C1=CC=C(C=C1)NC(=O)C1CC(=NO1)C=1C=NC=CC1 ((±)-4,5-dihydro-N-[4-(1-hydroxy-1-phenylethyl)phenyl]-3-(3-pyridinyl)-5-isoxazolecarboxamide). Yield: 50.0%. Reaction SMILES: [CH3:1][Mg]Cl.[C:4]([C:12]1[CH:17]=[CH:16][C:15]([NH:18][C:19]([CH:21]2[O:25][N:24]=[C:23]([C:26]3[CH:27]=[N:28][CH:29]=[CH:30][CH:31]=3)[CH2:22]2)=[O:20])=[CH:14][CH:13]=1)(=[O:11])[C:5]1[CH:10]=[CH:9][CH:8]=[CH:7][CH:6]=1.O>C1COCC1>[OH:11][C:4]([C:12]1[CH:13]=[CH:14][C:15]([NH:18][C:19]([CH:21]2[O:25][N:24]=[C:23]([C:26]3[CH:27]=[N:28][CH:29]=[CH:30][CH:31]=3)[CH2:22]2)=[O:20])=[CH:16][CH:17]=1)([C:5]1[CH:10]=[CH:9][CH:8]=[CH:7][CH:6]=1)[CH3:1]. Reported procedure: ) CH3MgCl, 22% (w/w)/THF (0.003 mol) was added dropwise to a cooled (0° C.) solution of (±)-N-(4-benzoylphenyl)-4,5-dihydro-3-(3-pyridinyl)-5-isoxazolecarboxamide (0.003 mol) in THF (50 ml). The reaction mixture was stirred for 30 minutes at 0° C. More CH3MgCl, 22% w/w/THF (0.003 mol) was added and the mixture was stirred for 30 minutes at 0° C. Extra CH3MgCl, 22% (w/w)/THF (0.003 mol) was added and the reaction mixture was stirred for 30 minutes at 0° C. The mixture was allowed to warm to RT fo... Reactants: COc1ccc(OC)c2c1CCC(=O)CC2, Cc1ccccc1, NCc1ccccc1, O, Cc1ccc(S(=O)(=O)O)cc1. Product: COc1ccc(OC)c2c1CCC(NCc1ccccc1)CC2. RXN SMILES: [CH3:1][O:2][c:3]1[cH:4][cH:5][c:6]([O:15][CH3:16])[c:7]2[c:8]1[CH2:9][CH2:10][C:11](=[O:14])[CH2:12][CH2:13]2.[CH3:37][c:38]1[cH:39][cH:40][cH:41][cH:42][cH:43]1.[NH2:17][CH2:18][c:19]1[cH:20][cH:21][cH:22][cH:23][cH:24]1.[OH2:25].[c:26]1([CH3:27])[cH:28][cH:29][c:30]([S:31]([OH:32])(=[O:33])=[O:34])[cH:35][cH:36]1>>[CH3:1][O:2][c:3]1[cH:4][cH:5][c:6]([O:15][CH3:16])[c:7]2[c:8]1[CH2:9][CH2:10][CH:11]([NH:17][CH2:18][c:19]1[cH:20][cH:21][cH:22][cH:23][cH:24]1)[CH2:12][CH2:13]2. Reactants: CN1CCCC1=O, CC(C)(C)CC(C)(C)c1cc(-n2nc3ccc(Cl)cc3n2)c(O)c(C(C)(C)c2ccccc2)c1, [K+], [OH-], O, Sc1ccccc1. Product: CC(C)(C)CC(C)(C)c1cc(-n2nc3ccc(Sc4ccccc4)cc3n2)c(O)c(C(C)(C)c2ccccc2)c1. Reaction SMILES: [CH3:35][N:36]1[CH2:37][CH2:38][CH2:39][C:40]1=[O:41].[Cl:1][c:2]1[cH:3][c:4]2[c:5]([n:6][n:7](-[c:9]3[c:10]([OH:32])[c:11]([C:23]([CH3:24])([CH3:25])[c:26]4[cH:27][cH:28][cH:29][cH:30][cH:31]4)[cH:12][c:13]([C:15]([CH3:16])([CH3:17])[CH2:18][C:19]([CH3:20])([CH3:21])[CH3:22])[cH:14]3)[n:8]2)[cH:33][cH:34]1.[K+:43].[OH-:42].[OH2:51].[SH:44][c:45]1[cH:46][cH:47][cH:48][cH:49][cH:50]1>>[c:2]1([S:44][c:45]2[cH:46][cH:47][cH:48][cH:49][cH:50]2)[cH:3][c:4]2[c:5]([n:6][n:7](-[c:9]3[c:10]([OH:32])[c:11]([C:23]([CH3:24])([CH3:25])[c:26]4[cH:27][cH:28][cH:29][cH:30][cH:31]4)[cH:12][c:13]([C:15]([CH3:16])([CH3:17])[CH2:18][C:19]([CH3:20])([CH3:21])[CH3:22])[cH:14]3)[n:8]2)[cH:33][cH:34]1.